Dataset: the Open Reaction Database (ORD), a public repository of structured organic reaction records. Task: describe an organic reaction: reactants, conditions, products, and yield The reactants are BrC1=NC=C2SC=CN21 (5-bromoimidazo[5,1-b]thiazole), C(C=C)OC(=O)N1C[C@@H](C[C@H]1C=O)O[Si](C)(C)C(C)(C)C ((3R,5S)-1-allyloxycarbonyl-3-t-butyldimethylsilyloxy-5-formylpyrrolidine), [Cl-].[NH4+] (ammonium chloride), C(C)[Mg]Br.C1CCOC1 (ethylmagnesium bromide THF). Solvent: C1CCOC1 (THF), C1CCOC1 (THF), C1CCOC1 (THF). Reaction conditions: temperature -3 celsius, time 5 minute. Product: C(C=C)OC(=O)N1CC(CC1C(C1=NC=C2SC=CN21)O)O[Si](C)(C)C(C)(C)C (1-allyloxycarbonyl-3-t-butyldimethylsilyloxy-5-[1-hydroxy-1-(imidazo[5,1-b]thiazol-5-yl)methyl]pyrrolidine). RXN SMILES: C([Mg]Br)C.C1COCC1.Br[C:11]1[N:18]2[C:14]([S:15][CH:16]=[CH:17]2)=[CH:13][N:12]=1.[CH2:19]([O:22][C:23]([N:25]1[C@H:29]([CH:30]=[O:31])[CH2:28][C@@H:27]([O:32][Si:33]([C:36]([CH3:39])([CH3:38])[CH3:37])([CH3:35])[CH3:34])[CH2:26]1)=[O:24])[CH:20]=[CH2:21].[Cl-].[NH4+]>C1COCC1>[CH2:19]([O:22][C:23]([N:25]1[CH:29]([CH:30]([OH:31])[C:11]2[N:18]3[C:14]([S:15][CH:16]=[CH:17]3)=[CH:13][N:12]=2)[CH2:28][CH:27]([O:32][Si:33]([C:36]([CH3:39])([CH3:38])[CH3:37])([CH3:34])[CH3:35])[CH2:26]1)=[O:24])[CH:20]=[CH2:21] |f:0.1,4.5|. Procedure: A 0.99 M ethylmagnesium bromide/THF solution (15.2 ml) is diluted with 60 ml of anhydrous THF. A solution of 3.046 g of 5-bromoimidazo[5,1-b]thiazole in 60 ml of anhydrous THF is added dropwise to the diluted solution in an argon atmosphere over a period of 15 min (4 to 8° C.), and the mixture is stirred in this state for 5 min. The mixture is then cooled to −3° C. over a period of 10 min. Thereafter, a solution of 4.702 g of (3R,5S)-1-allyloxycarbonyl-3-t-butyldimethylsilyloxy-5-formylpyrrolidi... Starting materials: CCOC(=O)c1cccc(N=C=O)c1, COc1cc2nccc(Oc3ccc(N)cc3)c2cc1OC, Cc1ccccc1. The product is CCOC(=O)c1cccc(NC(=O)Nc2ccc(Oc3ccnc4cc(OC)c(OC)cc34)cc2)c1. Reaction SMILES: [CH2:23]([CH3:24])[O:25][C:26](=[O:27])[c:28]1[cH:29][c:30]([N:34]=[C:35]=[O:36])[cH:31][cH:32][cH:33]1.[CH3:1][O:2][c:3]1[cH:4][c:5]2[c:6]([O:15][c:16]3[cH:17][cH:18][c:19]([NH2:22])[cH:20][cH:21]3)[cH:7][cH:8][n:9][c:10]2[cH:11][c:12]1[O:13][CH3:14].[CH3:37][c:38]1[cH:39][cH:40][cH:41][cH:42][cH:43]1>>[CH3:1][O:2][c:3]1[cH:4][c:5]2[c:6]([O:15][c:16]3[cH:17][cH:18][c:19]([NH:22][C:35]([NH:34][c:30]4[cH:29][c:28]([C:26]([O:25][CH2:23][CH3:24])=[O:27])[cH:33][cH:32][cH:31]4)=[O:36])[cH:20][cH:21]3)[cH:7][cH:8][n:9][c:10]2[cH:11][c:12]1[O:13][CH3:14]. The reactants are CO, COC(=O)c1nc(C(Cl)(Cl)Cl)n(-c2cccc(C(F)(F)F)c2)n1, [Na+], [OH-], O. Product: O=C(O)c1nc(C(Cl)(Cl)Cl)n(-c2cccc(C(F)(F)F)c2)n1. RXN SMILES: [CH3:26][OH:27].[F:1][C:2]([c:3]1[cH:4][c:5](-[n:9]2[n:10][c:11]([C:18](=[O:19])[O:20][CH3:21])[n:12][c:13]2[C:14]([Cl:15])([Cl:16])[Cl:17])[cH:6][cH:7][cH:8]1)([F:22])[F:23].[Na+:25].[OH-:24].[OH2:28]>>[F:1][C:2]([c:3]1[cH:4][c:5](-[n:9]2[n:10][c:11]([C:18](=[O:19])[OH:20])[n:12][c:13]2[C:14]([Cl:15])([Cl:16])[Cl:17])[cH:6][cH:7][cH:8]1)([F:22])[F:23]. The reactants are S(O)(O)(=O)=O (sulfuric acid), [Mg] (magnesium), C(CC(=O)OCC)(=O)OCC (diethyl malonate), ClC1=C(C(=O)Cl)C=C(C(=C1)F)F (2-chloro-4,5-difluorobenzoyl chloride). The solvent is C1(=CC=CC=C1)C (toluene), C(Cl)(Cl)(Cl)Cl (carbon tetrachloride), C(C)O (ethanol), C(C)O (ethanol), C1(=CC=CC=C1)C (toluene). Yields the product ClC1=C(C(=O)C(C(=O)OCC)C(=O)OCC)C=C(C(=C1)F)F (diethyl 2-chloro-4,5-difluorobenzoylmalonate). Isolated yield 99.9%. As a reaction SMILES: [Mg].[C:2]([O:10][CH2:11][CH3:12])(=[O:9])[CH2:3][C:4]([O:6][CH2:7][CH3:8])=[O:5].[Cl:13][C:14]1[CH:22]=[C:21]([F:23])[C:20]([F:24])=[CH:19][C:15]=1[C:16](Cl)=[O:17].S(=O)(=O)(O)O>C1(C)C=CC=CC=1.C(O)C.C(Cl)(Cl)(Cl)Cl>[Cl:13][C:14]1[CH:22]=[C:21]([F:23])[C:20]([F:24])=[CH:19][C:15]=1[C:16]([CH:3]([C:4]([O:6][CH2:7][CH3:8])=[O:5])[C:2]([O:10][CH2:11][CH3:12])=[O:9])=[O:17]. Procedure details: To 6.34 g of magnesium turnings, 13 cc of absolute ethanol and 1.2 ml of carbon tetrachloride were added, and the mixture was stirred. After the initiation of the reaction, a solution comprising 39.9 g of diethyl malonate, 22 cc of absolute ethanol and 75 cc of toluene was dropwise added thereto at a temperature of from 50° to 70° C. After the dropwise addition, the mixture was stirred for two hours. Then, the reaction solution was cooled to -10° to -5° C., and a solution comprising 50 g of 2-ch... Reaction SMILES: [C:1]([O:2][C:3](=[O:4])[N:8]1[CH2:9][CH2:10][CH:11]([CH2:14][NH:15][c:16]2[cH:17][c:18]([NH:25][CH2:26][c:27]3[c:28]([O:33][C:34]([F:35])([F:36])[F:37])[cH:29][cH:30][cH:31][cH:32]3)[n:19][cH:20][c:21]2[N+:22](=[O:23])[O-:24])[CH2:12][CH2:13]1)([CH3:5])([CH3:6])[CH3:7].[Cl:45][CH2:46][Cl:47].[F:38][C:39]([F:40])([F:41])[C:42]([OH:43])=[O:44]>>[NH:8]1[CH2:9][CH2:10][CH:11]([CH2:14][NH:15][c:16]2[cH:17][c:18]([NH:25][CH2:26][c:27]3[c:28]([O:33][C:34]([F:35])([F:36])[F:37])[cH:29][cH:30][cH:31][cH:32]3)[n:19][cH:20][c:21]2[N+:22](=[O:23])[O-:24])[CH2:12][CH2:13]1. Reactants: CC(C)(C)OC(=O)N1CCC(CNc2cc(NCc3ccccc3OC(F)(F)F)ncc2[N+](=O)[O-])CC1, ClCCl, O=C(O)C(F)(F)F. The product is O=[N+]([O-])c1cnc(NCc2ccccc2OC(F)(F)F)cc1NCC1CCNCC1. Reactants: CCCOC1CC(C=C(C)C2OC(=O)C3CCCCN3C(=O)C(=O)C3(O)OC(C(OC)CC(C)CC(C)=CC(CC)C(=O)CC(O[Si](C(C)C)(C(C)C)C(C)C)C2C)C(OC)CC3C)CCC1=O, CC#N, F. Product: CCCOC1CC(C=C(C)C2OC(=O)C3CCCCN3C(=O)C(=O)C3(O)OC(C(OC)CC(C)CC(C)=CC(CC)C(=O)CC(O)C2C)C(OC)CC3C)CCC1=O. Reaction SMILES: [CH2:1]([CH3:2])[CH:3]1[C:4](=[O:68])[CH2:5][CH:6]([O:57][Si:58]([CH:59]([CH3:60])[CH3:61])([CH:62]([CH3:63])[CH3:64])[CH:65]([CH3:66])[CH3:67])[CH:7]([CH3:56])[CH:8]([C:42](=[CH:43][CH:44]2[CH2:45][CH:46]([O:51][CH2:52][CH2:53][CH3:54])[C:47](=[O:50])[CH2:48][CH2:49]2)[CH3:55])[O:9][C:10](=[O:41])[CH:11]2[CH2:12][CH2:13][CH2:14][CH2:15][N:16]2[C:17](=[O:40])[C:18](=[O:39])[C:19]2([OH:38])[CH:20]([CH3:37])[CH2:21][CH:22]([O:35][CH3:36])[CH:23]([CH:24]([O:32][CH3:33])[CH2:25][CH:26]([CH3:31])[CH2:27][C:28]([CH3:30])=[CH:29]1)[O:34]2.[CH3:70][C:71]#[N:72].[FH:69]>>[CH2:1]([CH3:2])[CH:3]1[C:4](=[O:68])[CH2:5][CH:6]([OH:57])[CH:7]([CH3:56])[CH:8]([C:42](=[CH:43][CH:44]2[CH2:45][CH:46]([O:51][CH2:52][CH2:53][CH3:54])[C:47](=[O:50])[CH2:48][CH2:49]2)[CH3:55])[O:9][C:10](=[O:41])[CH:11]2[CH2:12][CH2:13][CH2:14][CH2:15][N:16]2[C:17](=[O:40])[C:18](=[O:39])[C:19]2([OH:38])[CH:20]([CH3:37])[CH2:21][CH:22]([O:35][CH3:36])[CH:23]([CH:24]([O:32][CH3:33])[CH2:25][CH:26]([CH3:31])[CH2:27][C:28]([CH3:30])=[CH:29]1)[O:34]2. Starting materials: ClC1=C(C=C(C(=C1)Cl)Cl)OC([C@@H](NC(=O)OCC1=CC=CC=C1)C(C)C)=O (Carbobenzoxyvaline-2,4,5-trichlorophenyl ester), Cl (hydrochloric acid), N[C@@H](CC1=CC=C(C=C1)O)C(=O)N[C@@H]([C@@H](C)CC)C(=O)O (Tyrosylisoleucine), CN1CCOCC1 (N-methylmorpholine). Solvent: CS(=O)C (dimethyl sulfoxide). Conditions: time 48 hour. Product: tri-peptide, N([C@@H](C(C)C)C(=O)N[C@@H](CC1=CC=C(C=C1)O)C(=O)N[C@@H]([C@@H](C)CC)C(=O)O)C(=O)OCC1=CC=CC=C1 (Z-Val-Tyr-Ile). RXN SMILES: [NH2:1][C@H:2]([C:11]([NH:13][C@H:14]([C:19]([OH:21])=[O:20])[C@H:15]([CH2:17][CH3:18])[CH3:16])=[O:12])[CH2:3][C:4]1[CH:9]=[CH:8][C:7]([OH:10])=[CH:6][CH:5]=1.CN1CCOCC1.ClC1C=C(Cl)C(Cl)=CC=1[O:38][C:39](=O)[C@H:40]([CH:52]([CH3:54])[CH3:53])[NH:41][C:42]([O:44][CH2:45][C:46]1[CH:51]=[CH:50][CH:49]=[CH:48][CH:47]=1)=[O:43].Cl>CS(C)=O>[NH:41]([C:42]([O:44][CH2:45][C:46]1[CH:51]=[CH:50][CH:49]=[CH:48][CH:47]=1)=[O:43])[C@H:40]([C:39]([NH:1][C@H:2]([C:11]([NH:13][C@H:14]([C:19]([OH:21])=[O:20])[C@H:15]([CH2:17][CH3:18])[CH3:16])=[O:12])[CH2:3][C:4]1[CH:5]=[CH:6][C:7]([OH:10])=[CH:8][CH:9]=1)=[O:38])[CH:52]([CH3:54])[CH3:53]. Reported procedure: Tyrosylisoleucine (29.4 parts) is suspended in 300 parts by volume of dimethyl sulfoxide and 10.1 parts of N-methylmorpholine added. Carbobenzoxyvaline-2,4,5-trichlorophenyl ester is added and the mixture stirred 48 hours at room temperature. The clear solution is poured into 6000 parts by volume of 0.1 N hydrochloric acid and the mixture is stirred until the initially oily product solidifies. The crude product, after washing with water and drying, is boiled with 1 l. of ether. The desired tri-p...